Dataset: the Open Reaction Database (ORD), a public repository of structured organic reaction records. Task: describe an organic reaction: reactants, conditions, products, and yield Starting materials: N (NH3), CCOCC (ether), CC(=O)C.OS(=O)(=O)O.O=[Cr](=O)=O (Jones reagent), ClC(COC(=O)N[C@H]1[C@@H]2[C@]3(CC[C@H](C[C@H]3CC[C@H]2[C@@H]2CC[C@H](C(C)=O)[C@]2(C1)C)OC(=O)OCC(Cl)(Cl)Cl)C)(Cl)Cl (11α-(2,2,2-Trichloroethoxycarbonylamino)-3α-[2,2,2-trichloroethoxycarbonyloxy]-5β-pregnan-20-one), CC(=O)C (acetone). The solvent is O (water). Product: C1(CCCCC1)N[C@H]1[C@@H]2[C@]3(CCC(C[C@@H]3CC[C@H]2[C@@H]2CC[C@@H]([C@@]2(C)C1)C(=O)OC)=O)C (Methyl 11α-cyclohexylamino-3-oxo-5α-androstane-17β-carboxylate). Reaction SMILES: [CH3:1][C:2]([CH3:4])=O.OS(O)(=O)=O.[O:10]=[Cr](=O)=O.ClC(Cl)(Cl)CO[C:18]([NH:20][C@@H:21]1[CH2:40][C@@:39]2([CH3:41])[C@@H:32]([CH2:33][CH2:34][C@@H]2C(=O)C)[C@H:31]2[C@H:22]1[C@:23]1([CH3:51])[C@H:28]([CH2:29][CH2:30]2)[CH2:27][C@H:26]([O:42]C(OCC(Cl)(Cl)Cl)=O)[CH2:25][CH2:24]1)=O.N.C[CH2:56][O:57][CH2:58][CH3:59].[CH3:60][C:61](C)=O>O>[CH:18]1([NH:20][C@@H:21]2[CH2:40][C@@:39]3([CH3:41])[C@@H:32]([CH2:33][CH2:34][C@@H:59]3[C:58]([O:57][CH3:56])=[O:10])[C@H:31]3[C@H:22]2[C@:23]2([CH3:51])[C@@H:28]([CH2:29][CH2:30]3)[CH2:27][C:26](=[O:42])[CH2:25][CH2:24]2)[CH2:61][CH2:60][CH2:4][CH2:2][CH2:1]1 |f:0.1.2|. Procedure details: Jones reagent was added dropwise to a stirred solution of the product of Preparation 11 (3.095 g) in acetone (225 ml) until the reagent colour was not discharged. After 2.5 h the mixture was diluted with water (300 ml) and brought to pH 10 with 0.88 NH3 solution. The mixture was shaken with ether (250 ml) and the total liquid was filtered. The aqueous phase was separated and extracted with ether (250 ml) and the combined organic phase was washed with water (×2), dried and evaporated to leave an ... RXN SMILES: [Br:25][CH2:26][CH2:27][CH2:28][CH2:29][CH2:30][CH3:31].[CH3:1][n:2]1[n:3][cH:4][c:5](-[c:7]2[cH:8][n:9]([CH2:17][O:18][CH2:19][CH2:20][Si:21]([CH3:22])([CH3:23])[CH3:24])[c:10]3[n:11][cH:12][c:13]([OH:16])[cH:14][c:15]23)[cH:6]1.[CH3:38][C:39](=[O:40])[CH3:41].[K+:32].[K+:33].[O-:34][C:35]([O-:36])=[O:37]>>[CH3:1][n:2]1[n:3][cH:4][c:5](-[c:7]2[cH:8][n:9]([CH2:17][O:18][CH2:19][CH2:20][Si:21]([CH3:22])([CH3:23])[CH3:24])[c:10]3[n:11][cH:12][c:13]([O:16][CH2:26][CH2:27][CH2:28][CH2:29][CH2:30][CH3:31])[cH:14][c:15]23)[cH:6]1. The reactants are CCCCCCBr, Cn1cc(-c2cn(COCC[Si](C)(C)C)c3ncc(O)cc23)cn1, CC(C)=O, [K+], [K+], O=C([O-])[O-]. Product: CCCCCCOc1cnc2c(c1)c(-c1cnn(C)c1)cn2COCC[Si](C)(C)C. Reactants: C1[C@H]([C@@H]([C@H]([C@@H]([C@H]1N)O[C@@H]2[C@@H]([C@H]([C@@H]([C@H](O2)CN)O)O)O)O)O[C@@H]3[C@@H]([C@H]([C@@H]([C@H](O3)CO)O)N)O)N (kanamycin), CCN1C=C(C(=O)C2=C1N=C(C=C2)C)C(=O)O (nalidixic acid), [O-]S(=O)(=O)[O-].[Mg+2] (MgSO4), nitrocellulose. Conditions: time 2 minute. Yields the product C[C@@H]1[C@H]([C@@H](C[C@H](O1)O[C@@H]2[C@H](C[C@H]([C@@H]([C@H]2O)O[C@@H]3[C@@H]([C@H]([C@@H]([C@H](O3)CO)O)N)O)N)N)O)O (kanamicin), CCN1C=C(C(=O)C2=C1N=C(C=C2)C)C(=O)O (nalidixic acid). Reaction SMILES: [O-]S([O-])(=O)=O.[Mg+2].[CH2:7]1[C@H:12]([NH2:13])[C@@H:11]([O:14][C@H:15]2[O:20][C@H:19]([CH2:21]N)[C@@H:18]([OH:23])[C@H:17]([OH:24])[C@H:16]2O)[C@H:10]([OH:26])[C@@H:9]([O:27][C@H:28]2[O:33][C@H:32]([CH2:34][OH:35])[C@@H:31]([OH:36])[C@H:30]([NH2:37])[C@H:29]2[OH:38])[C@@H:8]1[NH2:39].[CH3:40][CH2:41][N:42]1[C:48]2[N:49]=[C:50]([CH3:53])[CH:51]=[CH:52][C:47]=2[C:45](=[O:46])[C:44]([C:54]([OH:56])=[O:55])=[CH:43]1>>[CH3:21][C@H:19]1[O:20][C@H:15]([O:14][C@H:11]2[C@H:10]([OH:26])[C@@H:9]([O:27][C@H:28]3[O:33][C@H:32]([CH2:34][OH:35])[C@@H:31]([OH:36])[C@H:30]([NH2:37])[C@H:29]3[OH:38])[C@H:8]([NH2:39])[CH2:7][C@@H:12]2[NH2:13])[CH2:16][C@@H:17]([OH:24])[C@@H:18]1[OH:23].[CH3:40][CH2:41][N:42]1[C:48]2[N:49]=[C:50]([CH3:53])[CH:51]=[CH:52][C:47]=2[C:45](=[O:46])[C:44]([C:54]([OH:56])=[O:55])=[CH:43]1 |f:0.1|. Procedure details: The culture medium LB (Tryptone 10 g/L, yeast extract 5 g/L, NaCl 10 g/L) that once autoclaved was supplemented with 25 μg/mL of kanamycin was used to grow E. coli S17-1 λ pir. Once the stationary phase was achieved, 0.2-0.3 A600 units of the App culture and 0.6-0.8 A600 units of the E. coli culture were added to 1 mL of a 10 mM solution of MgSO4. Next it was centrifuged during 2 minutes at 15,000 g and the pellet so obtained was resuspended in 200 μl of a 10 mM MgSO4 solution. Once the mixture ... Reagents/catalysts: [O-2].[O-2].[Mn+4] (Manganese dioxide), [O-2].[O-2].[Mn+4] (manganese dioxide). Solvent: CCCCCC (hexane). Conditions: time 16 hour. Reactants: CC=1C(=CC=2C(CCC(C2C1)(C)C)(C)C)/C(=C/C1=CC=C(CO)C=C1)/[Si](C)(C)C ((Z)-4-[2-(3,5,5,8,8-Pentamethyl-5,6,7,8-tetrahydronaphthalen-2-yl)-2-(trimethylsilyl)vinyl]benzyl alcohol), CC=1C(=CC=2C(CCC(C2C1)(C)C)(C)C)/C(=C/C1=CC=C(CO)C=C1)/[Si](C)(C)C ((Z)-4-[2-(3,5,5,8,8-Pentamethyl-5,6,7,8-tetrahydronaphthalen-2-yl)-2-(trimethylsilyl)vinyl]benzyl alcohol), [C-]#N.[Na+] (sodium cyanide), C(C)(=O)O (acetic acid). Procedure details: Manganese dioxide (265 mg, 2.96 mmol) was added to a solution of (Z)-4-[2-(3,5,5,8,8-pentamethyl-5,6,7,8-tetrahydronaphthalen-2-yl)-2-(trimethylsilyl)vinyl]benzyl alcohol (Compound 3, 60 mg, 0.15 mmol) and 3.65 mL of hexane. The solution was stirred at room temperature for 16 hours, the manganese dioxide filtered off, and the hexane removed in vacuo. The residue was dissolved in 2 mL of ethanol and treated with sodium cyanide (37.5 mg, 0.77 mmol) and acetic acid (13.7 mg, 0.23 mmol). After 15 mi... The product is CC=1C(=CC=2C(CCC(C2C1)(C)C)(C)C)/C(=C/C1=CC=C(C(=O)OCC)C=C1)/[Si](C)(C)C (Ethyl(Z)-4-[2-(3,5,5,8,8-pentamethyl-5,6,7,8-tetrahydronaphthalen-2-yl)-2-(trimethylsilyl)vinyl]benzoate). RXN SMILES: [CH3:1][C:2]1[C:3](/[C:16](/[Si:26]([CH3:29])([CH3:28])[CH3:27])=[CH:17]/[C:18]2[CH:25]=[CH:24][C:21]([CH2:22][OH:23])=[CH:20][CH:19]=2)=[CH:4][C:5]2[C:6]([CH3:15])([CH3:14])[CH2:7][CH2:8][C:9]([CH3:13])([CH3:12])[C:10]=2[CH:11]=1.[C-]#N.[Na+].[C:33](O)(=[O:35])[CH3:34]>[O-2].[O-2].[Mn+4].CCCCCC>[CH3:1][C:2]1[C:3](/[C:16](/[Si:26]([CH3:28])([CH3:27])[CH3:29])=[CH:17]/[C:18]2[CH:25]=[CH:24][C:21]([C:22]([O:35][CH2:33][CH3:34])=[O:23])=[CH:20][CH:19]=2)=[CH:4][C:5]2[C:6]([CH3:15])([CH3:14])[CH2:7][CH2:8][C:9]([CH3:12])([CH3:13])[C:10]=2[CH:11]=1 |f:1.2,4.5.6|. The reactants are C1(=CC=C(C=C1)S(=O)(=O)Cl)C (p-toluenesulfonic acid chloride), C(CCCCCCCCCCC)OC(CO)C (2-dodecyloxypropanol), N1=CC=CC=C1 (pyridine), Cl (hydrochloric acid), NaCl ice. The solvent is O (water). Conditions: time 9 hour. Yields the product C1(=CC=C(C=C1)S(=O)(=O)OCC(C)OCCCCCCCCCCCC)C ((2-dodecyloxypropyl) p-toluenesulfonate). RXN SMILES: [CH2:1]([O:13][CH:14]([CH3:17])[CH2:15][OH:16])[CH2:2][CH2:3][CH2:4][CH2:5][CH2:6][CH2:7][CH2:8][CH2:9][CH2:10][CH2:11][CH3:12].N1C=CC=CC=1.[C:24]1([CH3:34])[CH:29]=[CH:28][C:27]([S:30](Cl)(=[O:32])=[O:31])=[CH:26][CH:25]=1.Cl>O>[C:24]1([CH3:34])[CH:29]=[CH:28][C:27]([S:30]([O:16][CH2:15][CH:14]([O:13][CH2:1][CH2:2][CH2:3][CH2:4][CH2:5][CH2:6][CH2:7][CH2:8][CH2:9][CH2:10][CH2:11][CH3:12])[CH3:17])(=[O:32])=[O:31])=[CH:26][CH:25]=1. Procedure details: 6.6 g of 2-dodecyloxypropanol and 20 ml of dry pyridine were mixed and cooled with NaCl-ice. 8.0 g of p-toluenesulfonic acid chloride was added little by little, and the reaction was continued for 9 hours. The reaction mixture returned to room temperature was mixed with a mixture of 30 ml of conc. hydrochloric acid added to 110 g of water, and the mixture was extracted with benzene and dried over anhydrous Na2SO4. Evaporation of benzene gave (2-dodecyloxypropyl) p-toluenesulfonate as an oily pro... Reactants: C(C)(C)(C)OC1=CC=C(C(=O)O)C=C1 (4-(tert-butoxy)-benzoic acid), C1(=CC=C(C=C1)S(=O)(=O)Cl)C (p-toluenesulphonyl chloride), N[C@@H]1CN(CCC[C@H]1O)C(=O)OC(C)(C)C (tert-butyl (3R,4R)-3-amino-4-hydroxy-azepan-1-carboxylate). Reagents/catalysts: CN(C1=CC=NC=C1)C (4-dimethylaminopyridine). Run in ClCCl (dichloromethane), CCCCCCC (heptane), ClCCl (dichloromethane), ClCCl (dichloromethane). Run at time 2 hour. Yields the product C(C)(C)(C)OC1=CC=C(C(=O)N[C@@H]2CN(CCC[C@H]2O)C(=O)OC(C)(C)C)C=C1 (tert-butyl (3R,4R)-3-(4-tert-butoxy-benzoylamino)-4-hydroxy-azepan-1-carboxylate). Reaction SMILES: C1(C)C=CC(S(Cl)(=O)=O)=CC=1.[C:12]([O:16][C:17]1[CH:25]=[CH:24][C:20]([C:21]([OH:23])=O)=[CH:19][CH:18]=1)([CH3:15])([CH3:14])[CH3:13].[NH2:26][C@H:27]1[C@H:33]([OH:34])[CH2:32][CH2:31][CH2:30][N:29]([C:35]([O:37][C:38]([CH3:41])([CH3:40])[CH3:39])=[O:36])[CH2:28]1>ClCCl.CN(C)C1C=CN=CC=1.CCCCCCC>[C:12]([O:16][C:17]1[CH:18]=[CH:19][C:20]([C:21]([NH:26][C@H:27]2[C@H:33]([OH:34])[CH2:32][CH2:31][CH2:30][N:29]([C:35]([O:37][C:38]([CH3:41])([CH3:40])[CH3:39])=[O:36])[CH2:28]2)=[O:23])=[CH:24][CH:25]=1)([CH3:13])([CH3:14])[CH3:15]. Procedure: 12.91 g of p-toluenesulphonyl chloride dissolved in 15 ml of dichloromethane were added at room temperature in the course of 15 minutes to 1.94 g of 4-(tert-butoxy)-benzoic acid and 2.63 g of 4-dimethylaminopyridine in 20 ml of dichloromethane. The reaction mixture was stirred for 2 hours and added in the course of 1 hour to 2.30 g of tert-butyl (3R,4R)-3-amino-4-hydroxy-azepan-1-carboxylate dissolved in 10 ml of dichloromethane. After stirring for 1 hour the reaction mixture was washed with 20 ... The reactants are C(CCC)N1C(=NC=2C(=NC=3C=CC=CC3C21)Cl)CO (1-Butyl-4-chloro-1H-imidazo[4,5-c]quinoline-2-methanol), N (ammonia). The solvent is CO (methanol). Reaction conditions: temperature 160 celsius. Product: NC1=NC=2C=CC=CC2C2=C1N=C(N2CCCC)CO (4-Amino-1-butyl-1H-imidazo[4,5-c]quinoline-2-methanol). Reaction SMILES: [CH2:1]([N:5]1[C:17]2[C:16]3[CH:15]=[CH:14][CH:13]=[CH:12][C:11]=3[N:10]=[C:9](Cl)[C:8]=2[N:7]=[C:6]1[CH2:19][OH:20])[CH2:2][CH2:3][CH3:4].[NH3:21]>CO>[NH2:21][C:9]1[C:8]2[N:7]=[C:6]([CH2:19][OH:20])[N:5]([CH2:1][CH2:2][CH2:3][CH3:4])[C:17]=2[C:16]2[CH:15]=[CH:14][CH:13]=[CH:12][C:11]=2[N:10]=1. Procedure: 1-Butyl-4-chloro-1H-imidazo[4,5-c]quinoline-2-methanol (2 g, 6.9 mmole, Example 127) was combined with 12 mL of 12% ammonia in methanol and heated in a Parr bomb at 160° C. for about 20 hours. The resulting solid was collected, rinsed with methanol then purified by silica gel chromatography using ethyl acetate/methanol as the eluent. The resulting solid was slurried with ethyl acetate, collected by filtration and dried to provide the desired product, m.p. 223°-225° C.